This data is from the Open Reaction Database (ORD), a public repository of structured organic reaction records. The task is: describe an organic reaction: reactants, conditions, products, and yield Starting materials: CC1=CCC(CC1)=O (4-methyl-3-cyclohexen-1-one), C[Si](C)(C)[N-][Si](C)(C)C.[Li+] (lithium bis-trimethylsilylamide), C(C1=CC=CC=C1)Br (benzylbromide). The solvent is C1CCOC1 (THF). Conditions: time 20 minute. The product is C(C1=CC=CC=C1)C1C(CCC(=C1)C)=O (2-benzyl-4-methyl-3-cyclohexen-1-one). As a reaction SMILES: [CH3:1][C:2]1[CH2:7][CH2:6][C:5](=[O:8])[CH2:4][CH:3]=1.C[Si]([N-][Si](C)(C)C)(C)C.[Li+].[CH2:19](Br)[C:20]1[CH:25]=[CH:24][CH:23]=[CH:22][CH:21]=1>C1COCC1>[CH2:19]([CH:4]1[CH:3]=[C:2]([CH3:1])[CH2:7][CH2:6][C:5]1=[O:8])[C:20]1[CH:25]=[CH:24][CH:23]=[CH:22][CH:21]=1 |f:1.2|. Reported procedure: To a stirred solution of the above (18) (6.1 g) in dry THF (100 mL) at -78° C. was added a solution of lithium bis-trimethylsilylamide (50 ml, 1N in THF). The solution was stirred for 20 min then benzylbromide (30 mL) was added in one portion. The reaction was stirred for 6 h at -78° C. then allowed to slowly warm to room temperature. After evaporation of the solvent, the remaining mixture was taken up in hexane, washed with saturated NaCl, dried over MgSO4 and evaporated. The product (19) was o... The reactants are NC1=C(C(=C(C(=C1F)F)F)F)N (1,2-diamino-3,4,5,6-tetrafluorobenzene), ClC1=C(C(=CC=C1)Cl)N=C=S (2,6-dichlorophenyl isothiocyanate). Run in C1CCOC1 (THF). Product: NC1=C(C(=C(C(=C1F)F)F)F)NC(=S)NC1=C(C=CC=C1Cl)Cl (1-(2-amino-3,4,5,6-tetrafluorophenyl)-3-(2,6-dichloro-phenyl)thiourea). Yield: 88.4%. RXN SMILES: [NH2:1][C:2]1[C:7]([F:8])=[C:6]([F:9])[C:5]([F:10])=[C:4]([F:11])[C:3]=1[NH2:12].[Cl:13][C:14]1[CH:19]=[CH:18][CH:17]=[C:16]([Cl:20])[C:15]=1[N:21]=[C:22]=[S:23]>C1COCC1>[NH2:12][C:3]1[C:4]([F:11])=[C:5]([F:10])[C:6]([F:9])=[C:7]([F:8])[C:2]=1[NH:1][C:22]([NH:21][C:15]1[C:16]([Cl:20])=[CH:17][CH:18]=[CH:19][C:14]=1[Cl:13])=[S:23]. Reported procedure: 1-(2-Amino-3,4,5,6-tetrafluorophenyl)-3-(2,6-dichlorophenyl)thiourea was obtained by boiling a mixture of 1 g of 1,2-diamino-3,4,5,6-tetrafluorobenzene with 1.13 g of 2,6-dichlorophenyl isothiocyanate in 30 ml of anhydrous THF for 4 hours. After distilling off the solvent, the thiourea was brought to crystallization under diisopropyl ether and 1.88 g of 1-(2-amino-3,4,5,6-tetrafluorophenyl)-3-(2,6-dichloro-phenyl)thiourea were obtained as a crystalline solid. M.p.: >300° C. Starting materials: CON(C(C1=CC=CC=C1)=O)C (N-methoxy-N-methylbenzamide), Cl (HCl), CN(CCN(C)C)C (N,N,N',N'-tetramethylethylene diamine), C1(=CC=CC=C1)S (thiophenol), C(CCC)[Li] (n-butyllithium). Solvent: C1CCCCC1 (cyclohexane). Conditions: time 16 hour. Product: SC1=C(C(=O)C2=CC=CC=C2)C=CC=C1 (2-Mercaptobenzophenone). The yield is 59.6%. RXN SMILES: CN(C)CCN(C)C.[C:9]1([SH:15])[CH:14]=[CH:13][CH:12]=[CH:11][CH:10]=1.C([Li])CCC.CON(C)[C:24](=[O:31])[C:25]1[CH:30]=[CH:29][CH:28]=[CH:27][CH:26]=1.Cl>C1CCCCC1>[SH:15][C:9]1[CH:14]=[CH:13][CH:12]=[CH:11][C:10]=1[C:24]([C:25]1[CH:30]=[CH:29][CH:28]=[CH:27][CH:26]=1)=[O:31]. Procedure details: To a solution of N,N,N',N'-tetramethylethylene diamine (4.4 g, 0.038 mol) and thiophenol (2 g, 0.018 mol) in cyclohexane (40 mL) was added dropwise n-butyllithium (24 mL, 0.038 mol) at room temperature. The suspension was stirred under nitrogen for 16 hours, followed by the dropwise addition of N-methoxy-N-methylbenzamide (3.39, 0.019 mol). After stirring for 20 minutes, the reaction mixture was added to cold aqueous HCl (1N). The product was partitioned between ethyl acetate and the acidic solu... Starting materials: FC1=C(C=O)C=CC=C1 (2-fluorobenzaldehyde), OCC(O)CO (glycerol), S(O)(O)(=O)=O (sulfuric acid). Solvent: CCOCC (ether). Product: FC1=C(C=CC=C1)C1OCC(CO1)O (2-(2-Fluorophenyl)-5-hydroxy-1,3-dioxane). Isolated yield 45.5%. Reaction SMILES: [F:1][C:2]1[CH:9]=[CH:8][CH:7]=[CH:6][C:3]=1[CH:4]=[O:5].[OH:10][CH2:11][CH:12]([CH2:14]O)[OH:13].S(=O)(=O)(O)O>CCOCC>[F:1][C:2]1[CH:9]=[CH:8][CH:7]=[CH:6][C:3]=1[CH:4]1[O:10][CH2:11][CH:12]([OH:13])[CH2:14][O:5]1. Procedure details: A mixture of 2-fluorobenzaldehyde (24.8 g, 0.2, mole), glycerol (18.4 g, 0.2 mole) and 40% sulfuric acid (2 ml) was heated at 80°-100° C for 12 hours. The mixture cooled to room temperature and 100 ml of ether was added. The solution was washed with 2% potassium carbonate solution, dried over magnesium sulfate and concentrated under reduced pressure. The oil which remained (28.7 g) was distilled under 1 × 10-5 mm to give a product (18 g) which distilled at a pot temperature of 140°-145° C. This ... The reactants are CC1([C@@H]([C@@H]1\C=C/C#N)C(=O)Cl)C ((1R,cis) 2,2-dimethyl-3-[(Z)-cyanoethenyl]-cyclopropane-1-carboxylic acid chloride), CO (methanol), C1=CC=CC=C1 (benzene), N1=CC=CC=C1 (pyridine). Run in O (water). Conditions: temperature 20 celsius, time 16 hour. The product is CC1([C@@H]([C@@H]1\C=C/C#N)C(=O)OC)C (methyl (1R,cis) 2,2-dimethyl-3[(Z)-2-cyanoethenyl]cyclopropane-1-carboxylate). Reaction SMILES: [CH3:1][C:2]1([CH3:12])[C@@H:4](/[CH:5]=[CH:6]\[C:7]#[N:8])[C@H:3]1[C:9](Cl)=[O:10].[CH3:13][OH:14].C1C=CC=CC=1.N1C=CC=CC=1>O>[CH3:1][C:2]1([CH3:12])[C@@H:4](/[CH:5]=[CH:6]\[C:7]#[N:8])[C@H:3]1[C:9]([O:14][CH3:13])=[O:10]. Procedure: 1.85 g of (1R,cis) 2,2-dimethyl-3-[(Z)-cyanoethenyl]-cyclopropane-1-carboxylic acid chloride were added at 0° to solution of 2 ml of methanol, 10 ml of benzene and 1 ml of pyridine and the reaction solution was stirred at 20° C. for 16 hours and was poured into water. The mixture was extracted with benzene and the organic phase was dried and evaporated to dryness under reduced pressure. The residue was chromatographed over silica gel and eluted with benzene to obtain 0.511 g of methyl (1R,cis) 2... Reactants: TEA, C(C)(=O)C1C(CCCC1)=O (2-acetyl cyclohexanone), BrC1=CC(=C(C(=O)N)C=C1)F (4-Bromo-2-fluorobenzamide), NC(C(=O)O)(C)C (aminoisobutyric acid), C(=O)([O-])[O-].[K+].[K+] (K2CO3). Reagents/catalysts: [Cu]I (CuI). Run in O (H2O), O (H2O), CN(C)C=O (DMF). Conditions: temperature 97.5 celsius. The product is C(N)(=O)C1=C(C=C(C=C1)NC(C(=O)O)(C)C)F (2-(4-carbamoyl-3-fluorophenylamino)-2-methylpropanoic acid). As a reaction SMILES: Br[C:2]1[CH:10]=[CH:9][C:5]([C:6]([NH2:8])=[O:7])=[C:4]([F:11])[CH:3]=1.[NH2:12][C:13]([CH3:18])([CH3:17])[C:14]([OH:16])=[O:15].C([O-])([O-])=O.[K+].[K+].C(C1CCCCC1=O)(=O)C>CN(C=O)C.O.[Cu]I>[C:6]([C:5]1[CH:9]=[CH:10][C:2]([NH:12][C:13]([CH3:18])([CH3:17])[C:14]([OH:16])=[O:15])=[CH:3][C:4]=1[F:11])(=[O:7])[NH2:8] |f:2.3.4|. Reported procedure: 4-Bromo-2-fluorobenzamide (0.5 g, 2.29 mmol), 2 aminoisobutyric acid (0.354 g, 3.54 mmol), CuI (87 mg, 0.458 mmol), and K2CO3 (0.790 g, 5.72 mmol) were mixed in DMF (5 mL). H2O (0.5 mL) and TEA (11 mg, 0.1 mmol) were added followed by 2-acetyl cyclohexanone (60 mg, 0.428 mmol).The reaction mixture was heated to 95-100° C. for 48 h. The reaction mixture was diluted with H2O (20 mL) and the aqueous layer was washed with ethyl acetate (20 mL). The aqueous layer was acidified with 1M citric acid to ...